This data is from the Open Reaction Database (ORD), a public repository of structured organic reaction records. The task is: describe an organic reaction: reactants, conditions, products, and yield The reactants are FC(C1=C(C=CC=C1)CC(C)N)(F)F (1-(2-trifluoromethylphenyl)-2-aminopropane), FC(C1=CC=C(C=C1)CC(C)N)(F)F (1-(4-trifluoromethylphenyl)-2-aminopropane). Yields the product FC(C=1C=C(C=CC1)CC(C)N)(F)F (1-(3-trifluoromethylphenyl)-2-aminopropane), N-[1-(4-trifluoromethylphenyl) prop-2-yl] glycinates. Reaction SMILES: FC(F)(F)[C:3]1[CH:8]=[CH:7][CH:6]=[CH:5][C:4]=1[CH2:9][CH:10]([NH2:12])[CH3:11].[F:15][C:16]([F:28])([F:27])C1C=CC(CC(N)C)=CC=1>>[F:15][C:16]([F:28])([F:27])[C:6]1[CH:5]=[C:4]([CH2:9][CH:10]([NH2:12])[CH3:11])[CH:3]=[CH:8][CH:7]=1. Procedure: According to the method used in Examples 1 to 14 but using 1-(2-trifluoromethylphenyl)-2-aminopropane, and 1-(4-trifluoromethylphenyl)-2-aminopropane, instead of 1-(3-trifluoromethylphenyl)-2-aminopropane, there were obtained the corresponding N-[1-(2-trifluoromethylphenyl) prop-2-yl] glycinates and N-[1-(4-trifluoromethylphenyl) prop-2-yl] glycinates. The reactants are C1CCOC1, O=C=NCCCl, CCNC(=O)c1ccc(-n2nnc(C(=O)NC3CC3)c2CCCN)cc1. The product is CCNC(=O)c1ccc(-n2nnc(C(=O)NC3CC3)c2CCCNC(=O)NCCCl)cc1. As a reaction SMILES: [CH2:33]1[O:34][CH2:35][CH2:36][CH2:37]1.[Cl:27][CH2:28][CH2:29][N:30]=[C:31]=[O:32].[NH2:1][CH2:2][CH2:3][CH2:4][c:5]1[c:6]([C:21](=[O:22])[NH:23][CH:24]2[CH2:25][CH2:26]2)[n:7][n:8][n:9]1-[c:10]1[cH:11][cH:12][c:13]([C:16](=[O:17])[NH:18][CH2:19][CH3:20])[cH:14][cH:15]1>>[NH:1]([CH2:2][CH2:3][CH2:4][c:5]1[c:6]([C:21](=[O:22])[NH:23][CH:24]2[CH2:25][CH2:26]2)[n:7][n:8][n:9]1-[c:10]1[cH:11][cH:12][c:13]([C:16](=[O:17])[NH:18][CH2:19][CH3:20])[cH:14][cH:15]1)[C:31]([NH:30][CH2:29][CH2:28][Cl:27])=[O:32]. Reactants: C(=C\CCCCCCCCCCC)/C=1C=C(NC1)C(=O)OC (methyl 4-(1-trans-tridecenyl)pyrrole-2-carboxylate), S(O)(O)(=O)=O (sulfuric acid), solution, [OH-].[Na+] (sodium hydroxide). Solvent: C(C)O (ethanol). The product is C(=C\CCCCCCCCCCC)/C=1C=C(NC1)C(=O)O (4-(1-trans-tridecenyl)pyrrole-2-carboxylic acid). Isolated yield 75.0%. RXN SMILES: [OH-].[Na+].[CH:3](/[C:16]1[CH:17]=[C:18]([C:21]([O:23]C)=[O:22])[NH:19][CH:20]=1)=[CH:4]\[CH2:5][CH2:6][CH2:7][CH2:8][CH2:9][CH2:10][CH2:11][CH2:12][CH2:13][CH2:14][CH3:15].S(=O)(=O)(O)O>C(O)C>[CH:3](/[C:16]1[CH:17]=[C:18]([C:21]([OH:23])=[O:22])[NH:19][CH:20]=1)=[CH:4]\[CH2:5][CH2:6][CH2:7][CH2:8][CH2:9][CH2:10][CH2:11][CH2:12][CH2:13][CH2:14][CH3:15] |f:0.1|. Procedure: An aqueous solution (8 ml) containing 340 mg (8.0 mmol) of 95% sodium hydroxide was added to an ethanol solution (20 ml) of 1.30 g (4.3 mmol) of methyl 4-(1-trans-tridecenyl)pyrrole-2-carboxylate prepared in Example 48, and the whole was heated under reflux for 1 hour. The reaction mixture was acidified with 6N sulfuric acid and extracted with ethyl acetate. The extract was washed with an aqueous saturated solution of sodium chloride, dried over anhydrous magnesium sulfate and treated with activ... Reported procedure: The title compound was prepared according to the procedure described in step 3 of Example 1 from 5-chloro-2-(3-chlorobenzyl)nicotinic acid (step 2) and methyl 4-[(1S)-1-aminoethyl]benzoate hydrochloride (step 3 of Example 5): 1H-NMR (CDCl3) δ 9.19 (1H, d, J=7.7 Hz), 8.65 (1H, d, J=2.4 Hz), 7.98–7.92 (3H, m), 7.51 (2H, d, J=8.4 Hz), 7.23–7.18 (3H, m), 7.09–7.06 (1H, m), 5.20–5.10 (1H, m), 4.18 (1H, d, J=14.2 Hz), 4.12 (1H, d, J=14.2 Hz), 3.85 (3H, s), 1.42 (3H, d, J=7.0 Hz); MS (ESI) m/z 443 (M+H... Starting materials: ClC=1C=NC(=C(C(=O)O)C1)CC1=CC(=CC=C1)Cl (5-Chloro-2-(3-chlorobenzyl)nicotinic acid), Cl.N[C@@H](C)C1=CC=C(C(=O)OC)C=C1 (Methyl 4-[(1S)-1-aminoethyl]benzoate hydrochloride). RXN SMILES: [Cl:1][C:2]1[CH:3]=[N:4][C:5]([CH2:11][C:12]2[CH:17]=[CH:16][CH:15]=[C:14]([Cl:18])[CH:13]=2)=[C:6]([CH:10]=1)[C:7]([OH:9])=O.Cl.[NH2:20][C@H:21]([C:23]1[CH:32]=[CH:31][C:26]([C:27]([O:29][CH3:30])=[O:28])=[CH:25][CH:24]=1)[CH3:22]>>[Cl:1][C:2]1[CH:10]=[C:6]([C:7]([NH:20][C@H:21]([C:23]2[CH:32]=[CH:31][C:26]([C:27]([O:29][CH3:30])=[O:28])=[CH:25][CH:24]=2)[CH3:22])=[O:9])[C:5]([CH2:11][C:12]2[CH:17]=[CH:16][CH:15]=[C:14]([Cl:18])[CH:13]=2)=[N:4][CH:3]=1 |f:1.2|. Product: ClC=1C=C(C(=NC1)CC1=CC(=CC=C1)Cl)C(=O)N[C@@H](C)C1=CC=C(C(=O)OC)C=C1 (Methyl 4-[(1S)-1-({[5-chloro-2-(3-chlorobenzyl)pyridin-3-yl]carbonyl}amino)ethyl]benzoate).